From a dataset of the Open Reaction Database (ORD), a public repository of structured organic reaction records. describe an organic reaction: reactants, conditions, products, and yield Starting materials: merocyanine 540[MC 540], CCC1=C(C=2C=C3NC(=CC4=NC(=C(C5=C(C(=C(N5)C=C1N2)C)C(=O)O)CC(=O)O)[C@H]([C@@H]4C)CCC(=O)O)C(=C3C=C)C)C (chlorin e6), CCC1=C2C=C3C(=C(C(=N3)C(=C4[C@H]([C@@H](C(=N4)C=C5C(=C(C(=CC(=C1C)N2)N5)C=C)C)C)CCC(=O)O)CC(=O)OC)C(=O)NCCN)C (chlorin e6 ethylenediamide), Vitamin D, 5-amino-laevulinic acid, CCC1=C2C=C3C(=C(C(=N3)C(=C4[C@H]([C@@H](C(=N4)C=C5C(=C(C(=CC(=C1C)N2)N5)C=C)C)C)CCC(=O)[O-])CC(=O)N[C@@H](CC(=O)[O-])C(=O)[O-])C(=O)[O-])C.[Na+].[Na+].[Na+].[Na+] (mono-L-aspartyl chlorin e6). Product: CCC1=C(C=2C=C3NC(=CC4=NC(=C5C6=C(C(=C(N6)C=C1N2)C)C(=O)[C@@H]5C(=O)OC)[C@H]([C@@H]4C)CCC(=O)O)C(=C3C=C)C)C (pheophorbide a). RXN SMILES: [CH3:1][CH2:2][C:3]1[C:21]2[N:22]=[C:5]([CH:6]=[C:7]3[C:40]([CH:41]=[CH2:42])=[C:39]([CH3:43])[C:9](=[CH:10][C:11]4[C@@H:32]([CH3:33])[C@H:31]([CH2:34][CH2:35][C:36]([OH:38])=[O:37])[C:13](=[C:14]([CH2:27][C:28]([OH:30])=[O:29])[C:15]5[NH:19][C:18]([CH:20]=2)=[C:17]([CH3:23])[C:16]=5[C:24]([OH:26])=O)[N:12]=4)[NH:8]3)[C:4]=1[CH3:44].[CH3:45]CC1C(C)=C2NC=1C=C1N=C(C(CC(OC)=O)=C3N=C(C=C4NC(=C2)C(C=C)=C4C)[C@@H](C)[C@@H]3CCC(O)=O)C(C(NCCN)=O)=C1C.CCC1C(C)=C2NC=1C=C1N=C(C(CC(N[C@H](C([O-])=O)CC([O-])=O)=O)=C3N=C(C=C4NC(=C2)C(C=C)=C4C)[C@@H](C)[C@@H]3CCC([O-])=O)C(C([O-])=O)=C1C.[Na+].[Na+].[Na+].[Na+]>>[CH3:1][CH2:2][C:3]1[C:21]2[N:22]=[C:5]([CH:6]=[C:7]3[C:40]([CH:41]=[CH2:42])=[C:39]([CH3:43])[C:9](=[CH:10][C:11]4[C@@H:32]([CH3:33])[C@H:31]([CH2:34][CH2:35][C:36]([OH:38])=[O:37])[C:13](=[C:14]5[C@@H:27]([C:28]([O:30][CH3:45])=[O:29])[C:24](=[O:26])[C:16]6[C:17]([CH3:23])=[C:18]([CH:20]=2)[NH:19][C:15]5=6)[N:12]=4)[NH:8]3)[C:4]=1[CH3:44] |f:2.3.4.5.6|. Procedure details: merocyanine 540[MC 540]; Vitamin D; 5-amino-laevulinic acid [ALA]; photosan; chlorin e6, chlorin e6 ethylenediamide, and mono-L-aspartyl chlorin e6; Reactants: CCO, CO, CCOC(=O)Nc1ccc(C(c2ccccc2)n2ccnc2)cc1C=NC. Product: CN1Cc2cc(C(c3ccccc3)n3ccnc3)ccc2NC1=O. RXN SMILES: [CH3:28][CH2:29][OH:30].[CH3:31][OH:32].[n:1]1([CH:6]([c:7]2[cH:8][c:9]([CH:19]=[N:20][CH3:21])[c:10]([NH:13][C:14]([O:15][CH2:16][CH3:17])=[O:18])[cH:11][cH:12]2)[c:22]2[cH:23][cH:24][cH:25][cH:26][cH:27]2)[cH:2][n:3][cH:4][cH:5]1>>[n:1]1([CH:6]([c:7]2[cH:8][c:9]3[c:10]([cH:11][cH:12]2)[NH:13][C:14](=[O:18])[N:20]([CH3:21])[CH2:19]3)[c:22]2[cH:23][cH:24][cH:25][cH:26][cH:27]2)[cH:2][n:3][cH:4][cH:5]1. The reactants are COC(=O)C(CC1CCCC1)c1ccccc1, CO, [Na+], [OH-], O. The product is O=C(O)C(CC1CCCC1)c1ccccc1. Reaction SMILES: [CH3:1][O:2][C:3]([CH:4]([CH2:5][CH:6]1[CH2:7][CH2:8][CH2:9][CH2:10]1)[c:11]1[cH:12][cH:13][cH:14][cH:15][cH:16]1)=[O:17].[CH3:20][OH:21].[Na+:19].[OH-:18].[OH2:22]>>[O:2]=[C:3]([CH:4]([CH2:5][CH:6]1[CH2:7][CH2:8][CH2:9][CH2:10]1)[c:11]1[cH:12][cH:13][cH:14][cH:15][cH:16]1)[OH:17]. Reaction SMILES: [CH3:28][CH2:29][OH:30].[NH2:26][NH2:27].[O:1]=[C:2]1[N:3]([CH:12]([CH:13]([OH:14])[c:15]2[cH:16][cH:17][cH:18][cH:19][cH:20]2)[CH2:21][CH:22]([CH3:23])[CH3:24])[C:10](=[O:11])[c:5]2[c:4]1[cH:9][cH:8][cH:7][cH:6]2.[OH2:25]>>[NH2:3][CH:12]([CH:13]([OH:14])[c:15]1[cH:16][cH:17][cH:18][cH:19][cH:20]1)[CH2:21][CH:22]([CH3:23])[CH3:24]. Product: CC(C)CC(N)C(O)c1ccccc1. The reactants are CCO, NN, CC(C)CC(C(O)c1ccccc1)N1C(=O)c2ccccc2C1=O, O.